This data is from the Open Reaction Database (ORD), a public repository of structured organic reaction records. The task is: describe an organic reaction: reactants, conditions, products, and yield Reactants: C(=O)O (formic acid), C(C)(=O)OC(C)=O (acetic anhydride), ONC(CS(=O)(=O)N1CCN(CC1)C1=NC=C(C=N1)OCC(F)(F)F)CCCC1=NC=CC=N1 (2-(4-{[2-(hydroxyamino)-5-pyrimidin-2-ylpentyl]sulfonyl}piperazin-1-yl)-5-(2,2,2-trifluoroethoxy)pyrimidine), C(=O)O (formic acid). Solvent: C1CCOC1 (THF). Conditions: time 10 minute. The product is ON(C=O)[C@@H](CCCC1=NC=CC=N1)CS(=O)(=O)N1CCN(CC1)C1=NC=C(C=N1)OCC(F)(F)F (Hydroxy{(1S)-4-pyrimidin-2-yl-1-[({4-[5-(2,2,2-trifluoroethoxy)pyrimidin-2-yl]piperazin-1-yl}sulfonyl)methyl]butyl}formamide). Isolated yield 71.1%. As a reaction SMILES: [CH:1](O)=[O:2].C(OC(=O)C)(=O)C.[OH:11][NH:12][CH:13]([CH2:36][CH2:37][CH2:38][C:39]1[N:44]=[CH:43][CH:42]=[CH:41][N:40]=1)[CH2:14][S:15]([N:18]1[CH2:23][CH2:22][N:21]([C:24]2[N:29]=[CH:28][C:27]([O:30][CH2:31][C:32]([F:35])([F:34])[F:33])=[CH:26][N:25]=2)[CH2:20][CH2:19]1)(=[O:17])=[O:16]>C1COCC1>[OH:11][N:12]([C@H:13]([CH2:14][S:15]([N:18]1[CH2:23][CH2:22][N:21]([C:24]2[N:29]=[CH:28][C:27]([O:30][CH2:31][C:32]([F:33])([F:34])[F:35])=[CH:26][N:25]=2)[CH2:20][CH2:19]1)(=[O:17])=[O:16])[CH2:36][CH2:37][CH2:38][C:39]1[N:44]=[CH:43][CH:42]=[CH:41][N:40]=1)[CH:1]=[O:2]. Reported procedure: To formic acid (114 mL, 3.03 mol) at 0° C. was added acetic anhydride (28.6 mL, 0.303 mol) and the mixture was stirred at RT for 10 minutes. The reaction was then recooled to 0° C., and added to a solution of 2-(4-{[2-(hydroxyamino)-5-pyrimidin-2-ylpentyl]sulfonyl}piperazin-1-yl)-5-(2,2,2-trifluoroethoxy)pyrimidine (30.6 g, 60.5 mmol) and formic acid (114 mL, 3.03 mol) in THF (600 mL). The reaction was brought to room temperature and stirred for one hour. Volatiles were then removed in vacuo, an... Reactants: ClC=1C=C2C(C(NC2=CC1)=O)(NCC)C1=C(C=CC=C1)Cl (5-chloro-3-(2-chlorophenyl)-3-(ethylamino)-1,3-dihydroindol-2-one), BrCC1=CC=C(C(=O)OC(C)(C)C)C=C1 (tert-butyl 4-bromomethylbenzoate). Solvent: CCCCCC.CCOC(=O)C (hexane AcOEt). Yields the product ClC=1C=C2C(C(N(C2=CC1)CC1=CC=C(C(=O)OC(C)(C)C)C=C1)=O)(NCC)C1=C(C=CC=C1)Cl (tert-Butyl 4-[[5-chloro-3-(2-chlorophenyl)-3-(ethylamino)-2,3-dihydro-2-oxoindol-1-yl]methyl]benzoate). Isolated yield 47.5%. As a reaction SMILES: [Cl:1][C:2]1[CH:3]=[C:4]2[C:8](=[CH:9][CH:10]=1)[NH:7][C:6](=[O:11])[C:5]2([C:15]1[CH:20]=[CH:19][CH:18]=[CH:17][C:16]=1[Cl:21])[NH:12][CH2:13][CH3:14].Br[CH2:23][C:24]1[CH:36]=[CH:35][C:27]([C:28]([O:30][C:31]([CH3:34])([CH3:33])[CH3:32])=[O:29])=[CH:26][CH:25]=1>CCCCCC.CCOC(C)=O>[Cl:1][C:2]1[CH:3]=[C:4]2[C:8](=[CH:9][CH:10]=1)[N:7]([CH2:23][C:24]1[CH:36]=[CH:35][C:27]([C:28]([O:30][C:31]([CH3:32])([CH3:34])[CH3:33])=[O:29])=[CH:26][CH:25]=1)[C:6](=[O:11])[C:5]2([C:15]1[CH:20]=[CH:19][CH:18]=[CH:17][C:16]=1[Cl:21])[NH:12][CH2:13][CH3:14] |f:2.3|. Procedure details: This compound is prepared according to the procedure described in step A of EXAMPLE 96 from 1.19 g of 5-chloro-3-(2-chlorophenyl)-3-(ethylamino)-1,3-dihydroindol-2-one and 1.1 g of tert-butyl 4-bromomethylbenzoate. Chromatography on silica using a gradient of a hexane/AcOEt mixture (from 95/5; v/v to 90/10; v/v) as the eluent gives 0.9 g of the expected product, which is used as such. Reagents/catalysts: C=1C=CC(=CC1)[P](C=2C=CC=CC2)(C=3C=CC=CC3)[Pd]([P](C=4C=CC=CC4)(C=5C=CC=CC5)C=6C=CC=CC6)([P](C=7C=CC=CC7)(C=8C=CC=CC8)C=9C=CC=CC9)[P](C=1C=CC=CC1)(C=1C=CC=CC1)C=1C=CC=CC1 (tetrakis(triphenylphosphine)palladium(0)). Yields the product C1=C(C=CC2=CC=CC=C12)C=1CC2CN(C3=C(C(N2C1)=O)C=C(C(=C3)OC)OC)COCC[Si](C)(C)C (2-(2-napthyl)-7,8-dimethoxy-10-(2-trimethylsilanyl-ethoxymethyl)-1,11a-dihydro-5H-pyrrolo[2,1-c][1,4]benzodiazepine-5-one). Run in C(C)O.O.C1=CC=CC=C1 (ethanol water benzene), C(C)(=O)OCC (ethyl acetate). Reactants: C([O-])([O-])=O.[Na+].[Na+] (Sodium carbonate), C1=C(C=CC2=CC=CC=C12)B(O)O (2-napthaleneboronic acid), COC=1C(=CC2=C(C(N3[C@H](C(N2COCC[Si](C)(C)C)=O)CC(=C3)OS(=O)(=O)C(F)(F)F)=O)C1)OC ((11aS)-5,10,11,11a-tetrahydro-7,8-dimethoxy-10-[2-(trimethylsilyl)ethoxymethyl]-2-[[(trifluoromethyl)sulphonyl]oxy]-5,11-dioxo-1H-pyrrolo[2, 1-c][1,4]benzodiazepine). Run at time 96 hour. Procedure details: Sodium carbonate (300 mg, 2.83 mmol), 2-napthaleneboronic acid (171 mg, 0.99 mmol) and tetrakis(triphenylphosphine)palladium(0) (30 mg) were added to a solution of 9 (517 mg, 0.93 mmol) in ethanol/water/benzene (20/20/20 mL) and stirred at room temperature for 96 hours. The reaction mixture was diluted with ethyl acetate (220 mL) and washed with water (50 mL) and brine (50 mL) and dried over magnesium sulphate. The crude product was purified by flash column chromatography using 70% ethyl acetate... As a reaction SMILES: C(=O)([O-])[O-].[Na+].[Na+].[CH:7]1[C:16]2[C:11](=[CH:12][CH:13]=[CH:14][CH:15]=2)[CH:10]=[CH:9][C:8]=1B(O)O.[CH3:20][O:21][C:22]1[C:23]([O:54][CH3:55])=[CH:24][C:25]2[N:31]([CH2:32][O:33][CH2:34][CH2:35][Si:36]([CH3:39])([CH3:38])[CH3:37])[C:30](=O)[C@@H:29]3[CH2:41][C:42](OS(C(F)(F)F)(=O)=O)=[CH:43][N:28]3[C:27](=[O:52])[C:26]=2[CH:53]=1>C(O)C.O.C1C=CC=CC=1.C(OCC)(=O)C.C1C=CC([P]([Pd]([P](C2C=CC=CC=2)(C2C=CC=CC=2)C2C=CC=CC=2)([P](C2C=CC=CC=2)(C2C=CC=CC=2)C2C=CC=CC=2)[P](C2C=CC=CC=2)(C2C=CC=CC=2)C2C=CC=CC=2)(C2C=CC=CC=2)C2C=CC=CC=2)=CC=1>[CH:7]1[C:16]2[C:11](=[CH:12][CH:13]=[CH:14][CH:15]=2)[CH:10]=[CH:9][C:8]=1[C:42]1[CH2:41][CH:29]2[N:28]([CH:43]=1)[C:27](=[O:52])[C:26]1[CH:53]=[C:22]([O:21][CH3:20])[C:23]([O:54][CH3:55])=[CH:24][C:25]=1[N:31]([CH2:32][O:33][CH2:34][CH2:35][Si:36]([CH3:38])([CH3:37])[CH3:39])[CH2:30]2 |f:0.1.2,5.6.7,^1:75,77,96,115|. Reaction SMILES: [C:16]([CH3:17])([CH3:18])([CH3:19])[O:20][C:21](=[O:22])[NH:23][CH2:24][C:25](=[O:26])[OH:27].[CH2:1]([c:2]1[cH:3][cH:4][cH:5][cH:6][cH:7]1)[O:8][c:9]1[c:10]([NH2:11])[cH:12][cH:13][cH:14][cH:15]1.[CH2:29]([N:30]=[C:31]=[N:32][CH2:33][CH2:34][CH2:35][N:36]([CH3:37])[CH3:38])[CH3:39].[CH3:40][N:41]([CH3:42])[c:43]1[cH:44][cH:45][n:46][cH:47][cH:48]1.[Cl:49][CH2:50][Cl:51].[ClH:28]>>[CH2:1]([c:2]1[cH:3][cH:4][cH:5][cH:6][cH:7]1)[O:8][c:9]1[c:10]([NH:11][C:25]([CH2:24][NH:23][C:21]([O:20][C:16]([CH3:17])([CH3:18])[CH3:19])=[O:22])=[O:26])[cH:12][cH:13][cH:14][cH:15]1. The product is CC(C)(C)OC(=O)NCC(=O)Nc1ccccc1OCc1ccccc1. Starting materials: CC(C)(C)OC(=O)NCC(=O)O, Nc1ccccc1OCc1ccccc1, CCN=C=NCCCN(C)C, CN(C)c1ccncc1, ClCCl, Cl. The reactants are CN1CC[C@@]23CCCC[C@@H]2[C@@H]1CC4=C3C=C(C=C4)OC.Br (dextromethorphan HBr). The solvent is O (water). Conditions: temperature 77.5 celsius. Product: CN1CC[C@@]23CCCC[C@@H]2[C@@H]1CC4=C3C=C(C=C4)OC (Dextromethorphan). RXN SMILES: [CH3:1][N:2]1[C@H:11]2[CH2:12][C:13]3[CH:18]=[CH:17][C:16]([O:19][CH3:20])=[CH:15][C:14]=3[C@:5]3([C@@H:10]2[CH2:9][CH2:8][CH2:7][CH2:6]3)[CH2:4][CH2:3]1.Br>O>[CH3:1][N:2]1[C@H:11]2[CH2:12][C:13]3[CH:18]=[CH:17][C:16]([O:19][CH3:20])=[CH:15][C:14]=3[C@:5]3([C@@H:10]2[CH2:9][CH2:8][CH2:7][CH2:6]3)[CH2:4][CH2:3]1 |f:0.1|. Procedure: The Dextromethorphan Resin Complex was prepared by first dissolving 954 g of dextromethorphan HBr in 8 liters of purified water heated to 75-80° C., and then slowly adding 1,758 g of AMBERLITE™ IRP-69 resin with continuous mixing while cooling down to room temperature. The dispersion was mixed for 4 hours and upon completion, allowed to settle before decanting the supernatant. The slurring/decanting process was repeated twice with sufficient amounts of purified water. The wet resin complex was t... The reactants are CC(C)([O-])C.[K+] (potassium tert-butoxide), Cl (HCl), OCCCCCCCCCCCOC1=C(C=C(C=O)C=C1)OC (4-[(11-hydroxyundecyl)oxy]-3-methoxybenzaldehyde), COC=1C=C(C=C(C1OC)OC)CC#N ((3,4,5-trimethoxyphenyl)acetonitrile). The solvent is O (water), COC(C)(C)C (tert-butyl methyl ether). Run at temperature 54 celsius, time 18 hour. The product is OCCCCCCCCCCCOC1=C(C=C(C=C1)\C=C(/C#N)\C1=CC(=C(C(=C1)OC)OC)OC)OC ((2Z)-3-{4-[(11-hydroxyundecyl)oxy]-3-methoxyphenyl}-2-(3,4,5-trimethoxyphenyl)prop-2-enenitrile), solid. Yield: 76.0%. RXN SMILES: [OH:1][CH2:2][CH2:3][CH2:4][CH2:5][CH2:6][CH2:7][CH2:8][CH2:9][CH2:10][CH2:11][CH2:12][O:13][C:14]1[CH:21]=[CH:20][C:17]([CH:18]=O)=[CH:16][C:15]=1[O:22][CH3:23].[CH3:24][O:25][C:26]1[CH:27]=[C:28]([CH2:36][C:37]#[N:38])[CH:29]=[C:30]([O:34][CH3:35])[C:31]=1[O:32][CH3:33].CC(C)([O-])C.[K+].Cl>COC(C)(C)C.O>[OH:1][CH2:2][CH2:3][CH2:4][CH2:5][CH2:6][CH2:7][CH2:8][CH2:9][CH2:10][CH2:11][CH2:12][O:13][C:14]1[CH:21]=[CH:20][C:17](/[CH:18]=[C:36](/[C:28]2[CH:29]=[C:30]([O:34][CH3:35])[C:31]([O:32][CH3:33])=[C:26]([O:25][CH3:24])[CH:27]=2)\[C:37]#[N:38])=[CH:16][C:15]=1[O:22][CH3:23] |f:2.3|. Procedure details: 7.1 g (22 mmol) of 4-[(11-hydroxyundecyl)oxy]-3-methoxybenzaldehyde, 5.0 g (24 mmol) of (3,4,5-trimethoxyphenyl)acetonitrile are dissolved in 50 mL of tert-butyl methyl ether. 0.49 g of potassium tert-butoxide are added under stirring and the mixture is heated to 54° C. After 18 h at 54° C., the reaction mixture is poured on 75 mL icy water under stirring. The pH is adjusted to 7 with 25% HCl. After 1 h stirring, the precipitate is filtered off, washed with water and dried at 40° C. under vacuum... The reactants are O=S(=O)(Cl)c1cc(F)cc(F)c1, Nc1ccc(F)c(C(=O)c2c[nH]c3ncc(Cl)cc23)c1F, C1CCOC1, c1ccncc1. Yields the product O=C(c1c(F)ccc(NS(=O)(=O)c2cc(F)cc(F)c2)c1F)c1c[nH]c2ncc(Cl)cc12. Reaction SMILES: [F:22][c:23]1[cH:24][c:25]([S:30](=[O:31])(=[O:32])[Cl:33])[cH:26][c:27]([F:29])[cH:28]1.[NH2:1][c:2]1[c:3]([F:21])[c:4]([C:9](=[O:10])[c:11]2[cH:12][nH:13][c:14]3[n:15][cH:16][c:17]([Cl:20])[cH:18][c:19]23)[c:5]([F:8])[cH:6][cH:7]1.[O:40]1[CH2:41][CH2:42][CH2:43][CH2:44]1.[cH:34]1[cH:35][cH:36][n:37][cH:38][cH:39]1>>[NH:1]([c:2]1[c:3]([F:21])[c:4]([C:9](=[O:10])[c:11]2[cH:12][nH:13][c:14]3[n:15][cH:16][c:17]([Cl:20])[cH:18][c:19]23)[c:5]([F:8])[cH:6][cH:7]1)[S:30]([c:25]1[cH:24][c:23]([F:22])[cH:28][c:27]([F:29])[cH:26]1)(=[O:31])=[O:32].